From a dataset of the Open Reaction Database (ORD), a public repository of structured organic reaction records. describe an organic reaction: reactants, conditions, products, and yield Reactants: [Al+3], [H-], [H-], [H-], [H-], [Li+], [Na+], C1CCOC1, O=C(CCc1c[nH]c2c1CCCC2)N1CCOCC1, [OH-]. Product: c1[nH]c2c(c1CCCN1CCOCC1)CCCC2. RXN SMILES: [Al+3:2].[H-:1].[H-:4].[H-:5].[H-:6].[Li+:3].[Na+:27].[O:28]1[CH2:29][CH2:30][CH2:31][CH2:32]1.[O:7]1[CH2:8][CH2:9][N:10]([C:13]([CH2:14][CH2:15][c:16]2[cH:17][nH:18][c:19]3[c:24]2[CH2:23][CH2:22][CH2:21][CH2:20]3)=[O:25])[CH2:11][CH2:12]1.[OH-:26]>>[O:7]1[CH2:8][CH2:9][N:10]([CH2:13][CH2:14][CH2:15][c:16]2[cH:17][nH:18][c:19]3[c:24]2[CH2:23][CH2:22][CH2:21][CH2:20]3)[CH2:11][CH2:12]1. Starting materials: C[O-].[Na+] (Sodium methoxide), ClC1=NC(=C(C=C1OC(CC)CC)C)C1=C(C=C(C=C1)OC(F)(F)F)OC (2-Chloro-3-(1-ethylpropoxy)-6-(2-methoxy-4-trifluoromethoxyphenyl)-5-methylpyridine). The solvent is CCOC(=O)C (EtOAc), CCCCCC (hexane), CO (methanol), CN1CCCC1=O (NMP). Conditions: temperature 100 celsius. Yields the product COC1=NC(=C(C=C1OC(CC)CC)C)C1=C(C=C(C=C1)OC(F)(F)F)OC (2-Methoxy-3-(1-ethylpropoxy)-6-(2-methoxy-4-trifluoromethoxyphenyl)-5-methylpyridine). As a reaction SMILES: [CH3:1][O-:2].[Na+].Cl[C:5]1[C:10]([O:11][CH:12]([CH2:15][CH3:16])[CH2:13][CH3:14])=[CH:9][C:8]([CH3:17])=[C:7]([C:18]2[CH:23]=[CH:22][C:21]([O:24][C:25]([F:28])([F:27])[F:26])=[CH:20][C:19]=2[O:29][CH3:30])[N:6]=1>CO.CN1C(=O)CCC1.CCOC(C)=O.CCCCCC>[CH3:1][O:2][C:5]1[C:10]([O:11][CH:12]([CH2:15][CH3:16])[CH2:13][CH3:14])=[CH:9][C:8]([CH3:17])=[C:7]([C:18]2[CH:23]=[CH:22][C:21]([O:24][C:25]([F:28])([F:27])[F:26])=[CH:20][C:19]=2[O:29][CH3:30])[N:6]=1 |f:0.1|. Reported procedure: Sodium methoxide in methanol (25 w/w %, 0.5 ml) is added to a solution of compound 45 (50 mg, 0.124 mmol) in NMP (0.5 ml). The resulting mixture is heated to 100° C. overnight, then cooled to room temperature, diluted with 50% EtOAc in hexane, washed with water, brine, dried, filtered and evaporated. The crude product is purified by chromatography (eluted with 6% EtOAc in hexane) to give the product as colorless oil. 1H NMR (CDCl3) δ 1.00 (t, J=7.6 Hz, 6H), 1.75 (m, 4H), 2.04 (s, 3H), 3.80 (s, 3... Reactants: [Al+3], CCOC(=O)C1CCC(C2(C)SCC(C(C)(C)C)CS2)CC1, [H-], [H-], [H-], [H-], [Li+], [Na+], [OH-]. The product is CC(C)(C)C1CSC(C)(C2CCC(CO)CC2)SC1. RXN SMILES: [Al+3:24].[C:1]([CH3:2])([CH3:3])([CH3:4])[CH:5]1[CH2:6][S:7][C:8]([CH3:11])([CH:12]2[CH2:13][CH2:14][CH:15]([C:18](=[O:19])[O:20][CH2:21][CH3:22])[CH2:16][CH2:17]2)[S:9][CH2:10]1.[H-:23].[H-:26].[H-:27].[H-:28].[Li+:25].[Na+:30].[OH-:29]>>[C:1]([CH3:2])([CH3:3])([CH3:4])[CH:5]1[CH2:6][S:7][C:8]([CH3:11])([CH:12]2[CH2:13][CH2:14][CH:15]([CH2:18][OH:19])[CH2:16][CH2:17]2)[S:9][CH2:10]1. Starting materials: ClC=1C=C2C(=C3N(C2=CC1)C(C(CC3)C(C=3N=CN(C3C)C(C3=CC=CC=C3)(C3=CC=CC=C3)C3=CC=CC=C3)O)=O)C (2-chloro-8,9-dihydro-7-[(hydroxy)(5-methyl-1-trityl-1H-imidazol-4-yl)methyl]-10-methylpyrido[1,2-a]indol-6(7H)-one), N1=CC=CC=C1 (pyridine), C(C)(=O)OC(C)=O (acetic anhydride). Solvent: ClCCl (dichloromethane). Product: C(C)(=O)OC(C1CCC=2N(C3=CC=C(C=C3C2C)Cl)C1=O)C=1N=CN(C1C)C(C1=CC=CC=C1)(C1=CC=CC=C1)C1=CC=CC=C1 (7-[(acetoxy)(5-methyl-1-trityl-1H-imidazol-4-yl)methyl]-2-chloro-8,9-dihydro-10-methylpyrido[1,2-a]indol-6(7H)-one). As a reaction SMILES: [Cl:1][C:2]1[CH:3]=[C:4]2[C:8](=[CH:9][CH:10]=1)[N:7]1[C:11](=[O:42])[CH:12]([CH:15]([OH:41])[C:16]3[N:17]=[CH:18][N:19]([C:22]([C:35]4[CH:40]=[CH:39][CH:38]=[CH:37][CH:36]=4)([C:29]4[CH:34]=[CH:33][CH:32]=[CH:31][CH:30]=4)[C:23]4[CH:28]=[CH:27][CH:26]=[CH:25][CH:24]=4)[C:20]=3[CH3:21])[CH2:13][CH2:14][C:6]1=[C:5]2[CH3:43].N1C=CC=CC=1.[C:50](OC(=O)C)(=[O:52])[CH3:51]>ClCCl>[C:50]([O:41][CH:15]([C:16]1[N:17]=[CH:18][N:19]([C:22]([C:23]2[CH:28]=[CH:27][CH:26]=[CH:25][CH:24]=2)([C:35]2[CH:36]=[CH:37][CH:38]=[CH:39][CH:40]=2)[C:29]2[CH:30]=[CH:31][CH:32]=[CH:33][CH:34]=2)[C:20]=1[CH3:21])[CH:12]1[C:11](=[O:42])[N:7]2[C:8]3[C:4]([C:5]([CH3:43])=[C:6]2[CH2:14][CH2:13]1)=[CH:3][C:2]([Cl:1])=[CH:10][CH:9]=3)(=[O:52])[CH3:51]. Procedure: To a solution of 2-chloro-8,9-dihydro-7-[(hydroxy)(5-methyl-1-trityl-1H-imidazol-4-yl)methyl]-10-methylpyrido[1,2-a]indol-6(7H)-one (1.64 g) in dichloromethane (32 ml) were added pyridine (0.83 ml) and acetic anhydride (0.53 ml). The solution was refluxed for 24 hours. After being cooled, the solution was washed with water twice and brine, dried over sodium sulfate, and evaporated, to give 7-[(acetoxy)(5-methyl-1-trityl-1H-imidazol-4-yl)methyl]-2-chloro-8,9-dihydro-10-methylpyrido[1,2-a]indol-6(... Reaction conditions: temperature 0 celsius, time 15 minute. The product is C(C1=CC=CC=C1)OC1=C(C=C2C=C(C(OC2=C1)=O)OC)[N+](=O)[O-] (7-benzyloxy-3-methoxy-6-nitrochromen-2-one). Run in CCOC(=O)C (EtOAc), CCO (EtOH), CN(C)C=O (DMF). Reported procedure: Sodium methoxyacetate (0.739 g, 6.6 mmol), prepared from methoxyacetic acid and NaOH in EtOH, is dissolved in 3.3 mL of DMF and cooled to 0° C. Methoxyacetyl chloride (0.39 mL, 4.0 mmol) is added dropwise. The mixture is stirred for 15 min at ambient temperature. 4-Benzyloxy-2-hydroxy-5-nitrobenzaldehyde (0.360 g, 1.32 mmol) is added and the solution refluxed for 3 h. After cooling to ambient temperature, EtOAc is added and the mixture is washed with 10% aqueous HCl, water, and sat. NaCl, then d... Reactants: COCC(=O)Cl (Methoxyacetyl chloride), COCC(=O)[O-].[Na+] (Sodium methoxyacetate), COCC(=O)O (methoxyacetic acid), [OH-].[Na+] (NaOH), C(C1=CC=CC=C1)OC1=CC(=C(C=O)C=C1[N+](=O)[O-])O (4-Benzyloxy-2-hydroxy-5-nitrobenzaldehyde). Reaction SMILES: [CH3:1][O:2][CH2:3][C:4]([O-:6])=[O:5].[Na+].COCC(O)=O.[OH-].[Na+].COCC(Cl)=O.[CH2:22]([O:29][C:30]1[C:37]([N+:38]([O-:40])=[O:39])=[CH:36][C:33]([CH:34]=O)=[C:32](O)[CH:31]=1)[C:23]1[CH:28]=[CH:27][CH:26]=[CH:25][CH:24]=1>CCO.CN(C=O)C.CCOC(C)=O>[CH2:22]([O:29][C:30]1[CH:31]=[C:32]2[C:33]([CH:34]=[C:3]([O:2][CH3:1])[C:4](=[O:6])[O:5]2)=[CH:36][C:37]=1[N+:38]([O-:40])=[O:39])[C:23]1[CH:24]=[CH:25][CH:26]=[CH:27][CH:28]=1 |f:0.1,3.4|. Reactants: CC1(CC(C=2C(=NN(C2C1)C1=CC(=C(C#N)C=C1)NC1=CC(=C(C(=C1)OC)OC)OC)C)=O)C (4-(6,6-dimethyl-4-oxo-3-methyl-4,5,6,7-tetrahydro-indazol-1-yl)-2-(3,4,5-trimethoxyanilino)-benzonitrile), C(C)O.CS(=O)C (ethanol dimethyl sulfoxide), [OH-].[Na+] (sodium hydroxide), OO (hydrogen peroxide). The solvent is mixture, O (water). Product: CC1(CC(C=2C(=NN(C2C1)C1=CC(=C(C(=O)N)C=C1)NC1=CC(=C(C(=C1)OC)OC)OC)C)=O)C (4-(6,6-dimethyl-4-oxo-3-methyl-4,5,6,7-tetrahydro-indazol-1-yl)-2-(3,4,5-trimethoxyanilino)-benzamide). The yield is 99.0%. As a reaction SMILES: [CH3:1][C:2]1([CH3:34])[CH2:10][C:9]2[N:8]([C:11]3[CH:18]=[CH:17][C:14]([C:15]#[N:16])=[C:13]([NH:19][C:20]4[CH:25]=[C:24]([O:26][CH3:27])[C:23]([O:28][CH3:29])=[C:22]([O:30][CH3:31])[CH:21]=4)[CH:12]=3)[N:7]=[C:6]([CH3:32])[C:5]=2[C:4](=[O:33])[CH2:3]1.C([OH:37])C.CS(C)=O.[OH-].[Na+].OO>O>[CH3:1][C:2]1([CH3:34])[CH2:10][C:9]2[N:8]([C:11]3[CH:18]=[CH:17][C:14]([C:15]([NH2:16])=[O:37])=[C:13]([NH:19][C:20]4[CH:25]=[C:24]([O:26][CH3:27])[C:23]([O:28][CH3:29])=[C:22]([O:30][CH3:31])[CH:21]=4)[CH:12]=3)[N:7]=[C:6]([CH3:32])[C:5]=2[C:4](=[O:33])[CH2:3]1 |f:1.2,3.4|. Reported procedure: To a mixture of 4-(6,6-dimethyl-4-oxo-3-methyl-4,5,6,7-tetrahydro-indazol-1-yl)-2-(3,4,5-trimethoxyanilino)-benzonitrile (1.56 g, 3.39 mmol, 1.0 eq.) in 17 mL of a mixture of 4:1 ethanol-dimethyl sulfoxide was added 2 mL of 1 M aqueous sodium hydroxide and 2 mL of 30% hydrogen peroxide. After 3 hours the reaction mixture was diluted with water and extracted with ethyl acetate (3×). The combined organic layers were washed with brine, dried over sodium sulfate, filtered, and concentrated in vacuo ... Reactants: [Br-], N#Cc1ccc(C2CCC(CCCC=O)CC2)cc1, CC[P+](c1ccccc1)(c1ccccc1)c1ccccc1, COC(C)(C)C, O. The product is CC=CCCCC1CCC(c2ccc(C#N)cc2)CC1. RXN SMILES: [Br-:27].[C:1](#[N:2])[c:3]1[cH:4][cH:5][c:6]([CH:9]2[CH2:10][CH2:11][CH:12]([CH2:15][CH2:16][CH2:17][CH:18]=[O:19])[CH2:13][CH2:14]2)[cH:7][cH:8]1.[CH2:28]([P+:29]([c:30]1[cH:31][cH:32][cH:33][cH:34][cH:35]1)([c:36]1[cH:37][cH:38][cH:39][cH:40][cH:41]1)[c:42]1[cH:43][cH:44][cH:45][cH:46][cH:47]1)[CH3:48].[CH3:21][O:22][C:23]([CH3:24])([CH3:25])[CH3:26].[OH2:20]>>[C:1](#[N:2])[c:3]1[cH:4][cH:5][c:6]([CH:9]2[CH2:10][CH2:11][CH:12]([CH2:15][CH2:16][CH2:17][CH:18]=[CH:23][CH3:24])[CH2:13][CH2:14]2)[cH:7][cH:8]1. Reactants: C(=O)(O)C12CCC(CC1)(CC2)NCC(=O)N2[C@@H](C[C@@H](C2)F)C#N ((2S,4S)-1-[[N-(4-carboxybicyclo[2.2.2]oct-1-yl)amino]acetyl]-4-fluoropyrrolidine-2-carbonitrile), CC([C@H](C)N)(C)C ((2S)-3,3-dimethyl-2-butylamine). Yields the product F[C@H]1C[C@H](N(C1)C(CNC12CCC(CC1)(CC2)C(=O)N[C@@H](C)C(C)(C)C)=O)C#N ((2S,4S)-4-fluoro-1-[[N-[4-[N-[(2S)-3,3-dimethyl-2-butyl]amino]carbonylbicyclo[2.2.2]oct-1-yl]amino]acetyl]pyrrolidine-2-carbonitrile). As a reaction SMILES: [C:1]([C:4]12[CH2:11][CH2:10][C:7]([NH:12][CH2:13][C:14]([N:16]3[CH2:20][C@@H:19]([F:21])[CH2:18][C@H:17]3[C:22]#[N:23])=[O:15])([CH2:8][CH2:9]1)[CH2:6][CH2:5]2)(O)=[O:2].[CH3:24][C:25]([CH3:30])([CH3:29])[C@@H:26]([NH2:28])[CH3:27]>>[F:21][C@@H:19]1[CH2:20][N:16]([C:14](=[O:15])[CH2:13][NH:12][C:7]23[CH2:8][CH2:9][C:4]([C:1]([NH:28][C@H:26]([C:25]([CH3:30])([CH3:29])[CH3:24])[CH3:27])=[O:2])([CH2:5][CH2:6]2)[CH2:11][CH2:10]3)[C@H:17]([C:22]#[N:23])[CH2:18]1. Procedure details: In a similar manner to Example 63, (2S,4S)-1-[[N-(4-carboxybicyclo[2.2.2]oct-1-yl)amino]acetyl]-4-fluoropyrrolidine-2-carbonitrile (50.0 mg) and (2S)-3,3-dimethyl-2-butylamine (41.4 μL) were used to obtain (2S,4S)-4-fluoro-1-[[N-[4-[N-[(2S)-3,3-dimethyl-2-butyl]amino]carbonylbicyclo[2.2.2]oct-1-yl]amino]acetyl]pyrrolidine-2-carbonitrile (20.5 mg). Reactants: O1C(CCCC1)OC1=CC=C(OC(CC=C)C2=CC=C(C#N)C=C2)C=C1 (4-{1-[4-(Tetrahydro-2H-pyran-2-yloxy)phenoxy]-3-butenyl}benzonitrile), B.CSC (Borane dimethylsulfide), CCOCC (Ether), O (Water), NaBO3. The solvent is C1CCOC1 (THF). Reaction conditions: time 1.5 hour. Yields the product OCCCC(OC1=CC=C(C=C1)OC1OCCCC1)C1=CC=C(C#N)C=C1 (4-{4-Hydroxy-1-[4-(tetrahydro-2H-pyran-2-yloxy)phenoxy]butyl}benzonitrile). Yield: 58.0%. Reaction SMILES: B.CSC.[O:5]1[CH2:10][CH2:9][CH2:8][CH2:7][CH:6]1[O:11][C:12]1[CH:30]=[CH:29][C:15]([O:16][CH:17]([C:21]2[CH:28]=[CH:27][C:24]([C:25]#[N:26])=[CH:23][CH:22]=2)[CH2:18][CH:19]=[CH2:20])=[CH:14][CH:13]=1.O.CC[O:34]CC>C1COCC1>[OH:34][CH2:20][CH2:19][CH2:18][CH:17]([C:21]1[CH:22]=[CH:23][C:24]([C:25]#[N:26])=[CH:27][CH:28]=1)[O:16][C:15]1[CH:29]=[CH:30][C:12]([O:11][CH:6]2[CH2:7][CH2:8][CH2:9][CH2:10][O:5]2)=[CH:13][CH:14]=1 |f:0.1|. Procedure: Borane-dimethylsulfide complex (3.5 mL of 2 M in ether, 7 mmol) was added dropwise to a cooled (5° C.) solution of 4-{1-[4-(tetrahydro-2H-pyran-2-yloxy)phenoxy]-3-butenyl}benzonitrile (see step (i) above; 4.6 g, 13 mmol) in dry THF over a period of 15 min. The resulting mixture was stirred at between 0 and 5° C. for 1.5 h. Stirring was then continued for a further 4 h at rt. Water (14 mL) and NaBO3 (5 g) were added and the mixture stirred overnight. Ether was added and the resulting organic laye...